From a dataset of the Open Reaction Database (ORD), a public repository of structured organic reaction records. describe an organic reaction: reactants, conditions, products, and yield Starting materials: FC(C1=C(C=CC=C1)S(=O)[O-])(F)F.[Na+] (Sodium 2-(trifluoromethyl)benzenesulfinate), ClC1=NC(=CC(=N1)CI)N1[C@H](COCC1)C (2-chloro-4-(iodomethyl)-6-[(3S)-3-methylmorpholin-4-yl]pyrimidine), FC(C1=C(C=CC=C1)S(=O)[O-])(F)F.[Na+] (sodium 2-(trifluoromethyl)benzenesulfinate). Run in C(C)#N (acetonitrile). Run at temperature 80 celsius, time 3 hour. Yields the product ClC1=NC(=CC(=N1)N1[C@H](COCC1)C)CS(=O)(=O)C1=C(C=CC=C1)C(F)(F)F (2-Chloro-4-[(3S)-3-methylmorpholin-4-yl]-6-[[2-(trifluoromethyl)phenyl]sulfonylmethyl]pyrimidine). Isolated yield 59.2%. Reaction SMILES: [F:1][C:2]([F:13])([F:12])[C:3]1[CH:8]=[CH:7][CH:6]=[CH:5][C:4]=1[S:9]([O-:11])=[O:10].[Na+].[Cl:15][C:16]1[N:21]=[C:20]([CH2:22]I)[CH:19]=[C:18]([N:24]2[CH2:29][CH2:28][O:27][CH2:26][C@@H:25]2[CH3:30])[N:17]=1>C(#N)C>[Cl:15][C:16]1[N:17]=[C:18]([N:24]2[CH2:29][CH2:28][O:27][CH2:26][C@@H:25]2[CH3:30])[CH:19]=[C:20]([CH2:22][S:9]([C:4]2[CH:5]=[CH:6][CH:7]=[CH:8][C:3]=2[C:2]([F:1])([F:12])[F:13])(=[O:11])=[O:10])[N:21]=1 |f:0.1|. Procedure details: Sodium 2-(trifluoromethyl)benzenesulfinate (10.24 g, 44 mmol) was added to 2-chloro-4-(iodomethyl)-6-[(3S)-3-methylmorpholin-4-yl]pyrimidine (13 g, 36.77 mmol), in acetonitrile (500 mL) at RT under nitrogen. The resulting mixture was stirred at 80° C. for 3 hours. Additional sodium 2-(trifluoromethyl)benzenesulfinate (10.2 g, 44 mmol) was added and reaction heated at 80° C. for 1 hour. The reaction mixture allowed to cool and concentrated in vacuo. The material was dissolved in ethyl acetate (50...